Dataset: the Open Reaction Database (ORD), a public repository of structured organic reaction records. Task: describe an organic reaction: reactants, conditions, products, and yield Reactants: O=C(O)CC1CCc2cc(Br)cc3[nH]c(=O)c(=O)n1c23, CC(=O)c1ccccc1N, CCOC(C)=O, CC(=O)O. Product: CC(=O)c1ccccc1NC(=O)CC1CCc2cc(Br)cc3[nH]c(=O)c(=O)n1c23. RXN SMILES: [Br:1][c:2]1[cH:3][c:4]2[c:5]3[n:6]([c:7](=[O:13])[c:8](=[O:12])[nH:9][c:10]3[cH:11]1)[CH:14]([CH2:17][C:18](=[O:19])[OH:20])[CH2:15][CH2:16]2.[C:21]([CH3:22])(=[O:23])[c:24]1[c:25]([NH2:26])[cH:27][cH:28][cH:29][cH:30]1.[C:31]([O:32][CH2:33][CH3:34])(=[O:35])[CH3:36].[C:37]([OH:38])(=[O:39])[CH3:40]>>[Br:1][c:2]1[cH:3][c:4]2[c:5]3[n:6]([c:7](=[O:13])[c:8](=[O:12])[nH:9][c:10]3[cH:11]1)[CH:14]([CH2:17][C:18](=[O:19])[NH:26][c:25]1[c:24]([C:21]([CH3:22])=[O:23])[cH:30][cH:29][cH:28][cH:27]1)[CH2:15][CH2:16]2. Starting materials: C=CCOC(=O)C1=C(C(C)=CC2CCCN2C(=O)OCC=C)CC2C(C(C)O[Si](C)(C)C)C(=O)N12, CC(=O)O, CCCC[N+](CCCC)(CCCC)CCCC, CCOC(C)=O, [F-], C1CCOC1, O. Product: C=CCOC(=O)C1=C(C(C)=CC2CCCN2C(=O)OCC=C)CC2C(C(C)O)C(=O)N12. RXN SMILES: [CH2:1]([CH:2]=[CH2:3])[O:4][C:5](=[O:6])[N:7]1[CH:8]([CH:12]=[C:13]([CH3:14])[C:15]2=[C:16]([C:30](=[O:31])[O:32][CH2:33][CH:34]=[CH2:35])[N:17]3[C:18](=[O:29])[CH:19]([CH:22]([CH3:23])[O:24][Si:25]([CH3:26])([CH3:27])[CH3:28])[CH:20]3[CH2:21]2)[CH2:9][CH2:10][CH2:11]1.[CH3:36][C:37](=[O:38])[OH:39].[CH3:41][CH2:42][CH2:43][CH2:44][N+:45]([CH2:46][CH2:47][CH2:48][CH3:49])([CH2:50][CH2:51][CH2:52][CH3:53])[CH2:54][CH2:55][CH2:56][CH3:57].[CH3:59][CH2:60][O:61][C:62](=[O:63])[CH3:64].[F-:40].[O:65]1[CH2:66][CH2:67][CH2:68][CH2:69]1.[OH2:58]>>[CH2:1]([CH:2]=[CH2:3])[O:4][C:5](=[O:6])[N:7]1[CH:8]([CH:12]=[C:13]([CH3:14])[C:15]2=[C:16]([C:30](=[O:31])[O:32][CH2:33][CH:34]=[CH2:35])[N:17]3[C:18](=[O:29])[CH:19]([CH:22]([CH3:23])[OH:24])[CH:20]3[CH2:21]2)[CH2:9][CH2:10][CH2:11]1.